This data is from the Open Reaction Database (ORD), a public repository of structured organic reaction records. The task is: describe an organic reaction: reactants, conditions, products, and yield As a reaction SMILES: [C:1](C1NC=CN=1)(C1NC=CN=1)=[O:2].[CH3:13][CH:14]1[C:23]2[C:18](=[C:19]([CH3:32])[CH:20]=[C:21]([NH:24][C:25]3[CH:30]=[CH:29][CH:28]=[CH:27][C:26]=3[NH2:31])[CH:22]=2)[NH:17][C:16](=[O:33])[CH2:15]1>O1CCCC1>[CH3:13][CH:14]1[C:23]2[C:18](=[C:19]([CH3:32])[CH:20]=[C:21]([N:24]3[C:25]4[CH:30]=[CH:29][CH:28]=[CH:27][C:26]=4[NH:31][C:1]3=[O:2])[CH:22]=2)[NH:17][C:16](=[O:33])[CH2:15]1. The solvent is O1CCCC1 (tetrahydrofuran), O1CCCC1 (THF). The reactants are C(=O)(C=1NC=CN1)C=1NC=CN1 (carbonyl diimidazole), CC1CC(NC2=C(C=C(C=C12)NC1=C(C=CC=C1)N)C)=O (3,4-dihydro-4,8-dimethyl-6-[(N-2-aminophenyl)amino]-2-(1H)-quinolone). The product is CC1CC(NC2=C(C=C(C=C12)N1C(NC2=C1C=CC=C2)=O)C)=O (3,4-Dihydro-4,8-dimethyl-6-(2-oxobenzimidazol-1-yl)-2-(1H)-quinolone). Procedure: A solution of carbonyl diimidazole (0.33 g) in tetrahydrofuran (THF) (2 cm3) was added dropwise to a stirred solution of 3,4-dihydro-4,8-dimethyl-6-[(N-2-aminophenyl)amino]-2-(1H)-quinolone (0.24 g) in THF (2 cm3) at room temperature (20°). After 2 hours the solvent was evaporated in vacuo and the residue chromatographed on silica (Merck "MK 60.9385" [Trade Mark]) eluting with ethyl acetate. Collection and evaporation of appropriate fractions afforded a solid which was recrystallised from ethyl ...